This data is from the Open Reaction Database (ORD), a public repository of structured organic reaction records. The task is: describe an organic reaction: reactants, conditions, products, and yield The reactants are COC([C@H](CNC(=O)C1=CC=C(C=C1)OCCC1CCN(CC1)C(=O)OC(C)(C)C)O)=O (4-[2-(N-BOC-Piperidin-4-yl)ethyloxy]phenylcarbonyl-2(S)-hydroxy-β-alanine methyl ester), [OH-].[Na+] (NaOH), OS(=O)(=O)[O-].[K+] (KHSO4). Solvent: C(C)O (ethanol). Product: C(=O)(OC(C)(C)C)N1CCC(CC1)CCOC1=CC=C(C=C1)C(=O)NC[C@@H](C(=O)O)O (4-[2-(N-BOC-piperidin-4-yl)ethyloxy]phenylcarbonyl-2(S)-hydroxy-β-alanine). The yield is 103.1%. Reaction SMILES: C[O:2][C:3](=[O:32])[C@@H:4]([OH:31])[CH2:5][NH:6][C:7]([C:9]1[CH:14]=[CH:13][C:12]([O:15][CH2:16][CH2:17][CH:18]2[CH2:23][CH2:22][N:21]([C:24]([O:26][C:27]([CH3:30])([CH3:29])[CH3:28])=[O:25])[CH2:20][CH2:19]2)=[CH:11][CH:10]=1)=[O:8].[OH-].[Na+].OS([O-])(=O)=O.[K+]>C(O)C>[C:24]([N:21]1[CH2:22][CH2:23][CH:18]([CH2:17][CH2:16][O:15][C:12]2[CH:11]=[CH:10][C:9]([C:7]([NH:6][CH2:5][C@H:4]([OH:31])[C:3]([OH:32])=[O:2])=[O:8])=[CH:14][CH:13]=2)[CH2:19][CH2:20]1)([O:26][C:27]([CH3:29])([CH3:30])[CH3:28])=[O:25] |f:1.2,3.4|. Reported procedure: A solution of 17-2 (45 mg, 0.10 mmol), 1N NaOH (400 L), and ethanol (500 μl) was stirred at ambient temperature for 1.0 h. The reaction was acidified with 10% KHSO4 and then extracted with EtOAc. The EtOAc portion was washed with brine, dried (MGSO4), and concentrated to give 17-3 (45 mg) as a white solid. Rf 0.26 (silica, 10:1:1 CH2Cl2 /CH3OH/AcOH).